From a dataset of the Open Reaction Database (ORD), a public repository of structured organic reaction records. describe an organic reaction: reactants, conditions, products, and yield The reactants are C(O)([O-])=O.[Na+] (Sodium hydrogencarbonate), C(=O)C1=CC=C(C=C1)CCNC(OC(C)(C)C)=O (tert-butyl 2-(4-formylphenyl)ethylcarbamate), CC1NCCC1 (2-methylpyrrolidine), C(C)(=O)O (acetic acid), C(C)(=O)O[BH-](OC(C)=O)OC(C)=O.[Na+] (sodium triacetoxyborohydride). Run in C1CCOC1 (THF). Reaction conditions: time 16 hour. The product is CC1N(CCC1)CC1=CC=C(C=C1)CCNC(OC(C)(C)C)=O (tert-butyl 2-{4-[(2-methyl-1-pyrrolidinyl)methyl]phenyl}ethylcarbamate). Yield: 81.1%. As a reaction SMILES: [CH:1]([C:3]1[CH:8]=[CH:7][C:6]([CH2:9][CH2:10][NH:11][C:12](=[O:18])[O:13][C:14]([CH3:17])([CH3:16])[CH3:15])=[CH:5][CH:4]=1)=O.[CH3:19][CH:20]1[CH2:24][CH2:23][CH2:22][NH:21]1.C(O)(=O)C.C(O[BH-](OC(=O)C)OC(=O)C)(=O)C.[Na+].C(=O)([O-])O.[Na+]>C1COCC1>[CH3:19][CH:20]1[CH2:24][CH2:23][CH2:22][N:21]1[CH2:1][C:3]1[CH:8]=[CH:7][C:6]([CH2:9][CH2:10][NH:11][C:12](=[O:18])[O:13][C:14]([CH3:17])([CH3:16])[CH3:15])=[CH:5][CH:4]=1 |f:3.4,5.6|. Reported procedure: To a solution of tert-butyl 2-(4-formylphenyl)ethylcarbamate (3.0 g, 12.0 mmol), 2-methylpyrrolidine (1.44 ml, 14.4 mmol) and acetic acid (1.4 ml, 24.0 mmol) in THF (100 ml) was added sodium triacetoxyborohydride (5.1 g, 24.0 mmol), and the mixture was stirred at room temperature for 16 hrs. 10% Sodium hydrogencarbonate solution (100 ml) was added to the reaction solution, and the mixture was extracted with ethyl acetate (200 ml). The extract was washed with saturated brine, and dried over magne... The reactants are C(CCCCCCCCCCCCCCCCC)NCCCCCCCCCCCCCCCCCC (Dioctadecylamine), BrCC1=CC=C(C=C1)C#N (α-bromo-p-tolunitrile). Run in C(Cl)(Cl)Cl (chloroform). Product: C(CCCCCCCCCCCCCCCCC)N(CCCCCCCCCCCCCCCCCC)CC1=CC=C(C=C1)C#N (1-(dioctadecylamino)methyl-4-cyanobenzene). The yield is 97.3%. As a reaction SMILES: [CH2:1]([NH:19][CH2:20][CH2:21][CH2:22][CH2:23][CH2:24][CH2:25][CH2:26][CH2:27][CH2:28][CH2:29][CH2:30][CH2:31][CH2:32][CH2:33][CH2:34][CH2:35][CH2:36][CH3:37])[CH2:2][CH2:3][CH2:4][CH2:5][CH2:6][CH2:7][CH2:8][CH2:9][CH2:10][CH2:11][CH2:12][CH2:13][CH2:14][CH2:15][CH2:16][CH2:17][CH3:18].Br[CH2:39][C:40]1[CH:45]=[CH:44][C:43]([C:46]#[N:47])=[CH:42][CH:41]=1>C(Cl)(Cl)Cl>[CH2:20]([N:19]([CH2:39][C:40]1[CH:45]=[CH:44][C:43]([C:46]#[N:47])=[CH:42][CH:41]=1)[CH2:1][CH2:2][CH2:3][CH2:4][CH2:5][CH2:6][CH2:7][CH2:8][CH2:9][CH2:10][CH2:11][CH2:12][CH2:13][CH2:14][CH2:15][CH2:16][CH2:17][CH3:18])[CH2:21][CH2:22][CH2:23][CH2:24][CH2:25][CH2:26][CH2:27][CH2:28][CH2:29][CH2:30][CH2:31][CH2:32][CH2:33][CH2:34][CH2:35][CH2:36][CH3:37]. Procedure: Dioctadecylamine (26.0 g., 0.05 M), α-bromo-p-tolunitrile (4.9 g., 0.025 M) and chloroform (500 ml.) are stirred at room temperature for 24 hours. The precipitate of dioctadecylamine hydrobromide is filtered off and the filtrate concentrated under reduced pressure. The residue is slurried in methanol, filtered, and evaporated to give 1-(dioctadecylamino)methyl-4-cyanobenzene (15.5 g., 97.5% yield). The reactants are ClC1=NC(=CC(=C1)C1=CC=C(C=C1)C(F)(F)F)C(F)(F)F (2-chloro-6-trifluoromethyl-4-(4-trifluoromethylphenyl)-pyridine), IC=1N=CNC1 (4-iodo-imidazole). Product: IC=1N=CN(C1)C1=NC(=CC(=C1)C1=CC=C(C=C1)C(F)(F)F)C(F)(F)F (2-(4-Iodo-imidazol-1-yl)-6-trifluoromethyl-4-(4-trifluoromethyl-phenyl)-pyridine), solid. The yield is 82.0%. Reaction SMILES: Cl[C:2]1[CH:7]=[C:6]([C:8]2[CH:13]=[CH:12][C:11]([C:14]([F:17])([F:16])[F:15])=[CH:10][CH:9]=2)[CH:5]=[C:4]([C:18]([F:21])([F:20])[F:19])[N:3]=1.[I:22][C:23]1[N:24]=[CH:25][NH:26][CH:27]=1>>[I:22][C:23]1[N:24]=[CH:25][N:26]([C:2]2[CH:7]=[C:6]([C:8]3[CH:13]=[CH:12][C:11]([C:14]([F:17])([F:16])[F:15])=[CH:10][CH:9]=3)[CH:5]=[C:4]([C:18]([F:21])([F:20])[F:19])[N:3]=2)[CH:27]=1. Procedure details: The title compound was prepared from 2-chloro-6-trifluoromethyl-4-(4-trifluoromethylphenyl)-pyridine (example A.26) (2.0 g, 6.14 mmol) and commercially available 4-iodo-imidazole (1.31 g, 6.75 mmol) according to the general procedure IVa. Obtained as a white solid (1.90 g, 82%). MS (ISP) 484.1 [(M+H)+]. Reactants: S(=O)([O-])[O-].[Na+].[Na+] (sodium sulfite), C(C)(=O)N1C=C(C2=CC=CC=C12)OC(C)=O (acetic acid 1-acetyl-1H-indol-3-yl ester). Solvent: O (water). Conditions: time 8 hour. Yields the product C(C)(=O)N1CC(C2=CC=CC=C12)=O (1-Acetyl-1,2-dihydroindol-3-one). Isolated yield 73.1%. Reaction SMILES: S([O-])([O-])=O.[Na+].[Na+].[C:7]([N:10]1[C:18]2[C:13](=[CH:14][CH:15]=[CH:16][CH:17]=2)[C:12]([O:19]C(=O)C)=[CH:11]1)(=[O:9])[CH3:8]>O>[C:7]([N:10]1[C:18]2[C:13](=[CH:14][CH:15]=[CH:16][CH:17]=2)[C:12](=[O:19])[CH2:11]1)(=[O:9])[CH3:8] |f:0.1.2|. Reported procedure: A solution of sodium sulfite (12.6 g, 0.1 mol) in water (180 mL) was heated to 70-75° C. under stirring, and the acetic acid 1-acetyl-1H-indol-3-yl ester of Example 1c (9.0 g, 0.041 mol) was added in small portions. The mixture was stirred at 70-75° C. for 1.5 h, and then kept at room temperature overnight. The solid product was filtered off, dried, dissolved in methylene chloride (40 mL) and flash-chromatographed on aluminum oxide with methylene chloride as an eluent to give 5.25 g (71%) of lig... Reaction SMILES: [CH3:25][I:26].[CH3:27][N:28]([CH3:29])[CH:30]=[O:31].[F:3][c:4]1[c:5](-[c:10]2[n:11][nH:12][c:13](-[c:15]3[c:16]([C:21]([F:22])([F:23])[F:24])[cH:17][cH:18][cH:19][cH:20]3)[n:14]2)[cH:6][cH:7][cH:8][cH:9]1.[H-:1].[Na+:2]>>[F:3][c:4]1[c:5](-[c:10]2[n:11]([CH3:25])[n:12][c:13](-[c:15]3[c:16]([C:21]([F:22])([F:23])[F:24])[cH:17][cH:18][cH:19][cH:20]3)[n:14]2)[cH:6][cH:7][cH:8][cH:9]1. Reactants: CI, CN(C)C=O, Fc1ccccc1-c1n[nH]c(-c2ccccc2C(F)(F)F)n1, [H-], [Na+]. Yields the product Cn1nc(-c2ccccc2C(F)(F)F)nc1-c1ccccc1F.